This data is from the Open Reaction Database (ORD), a public repository of structured organic reaction records. The task is: describe an organic reaction: reactants, conditions, products, and yield The reactants are CO, CC(=O)N1CCc2c(c(-c3ccc(Cl)cc3)nn2CC(O)CN2CCC3(CC2)OCCO3)C1, ClCCl, ClC(Cl)Cl, Cl, [Na+], O=C([O-])O. Product: CC(=O)N1CCc2c(c(-c3ccc(Cl)cc3)nn2CC(O)CN2CCC(=O)CC2)C1. As a reaction SMILES: [CH3:34][OH:35].[Cl:1][c:2]1[cH:3][cH:4][c:5](-[c:8]2[n:9][n:10]([CH2:20][CH:21]([CH2:22][N:23]3[CH2:24][CH2:25][C:26]4([O:27][CH2:30][CH2:29][O:28]4)[CH2:31][CH2:32]3)[OH:33])[c:11]3[c:12]2[CH2:13][N:14]([C:17]([CH3:18])=[O:19])[CH2:15][CH2:16]3)[cH:6][cH:7]1.[Cl:36][CH2:37][Cl:38].[Cl:40][CH:41]([Cl:42])[Cl:43].[ClH:39].[Na+:48].[O-:44][C:45]([OH:46])=[O:47]>>[Cl:1][c:2]1[cH:3][cH:4][c:5](-[c:8]2[n:9][n:10]([CH2:20][CH:21]([CH2:22][N:23]3[CH2:24][CH2:25][C:26](=[O:27])[CH2:31][CH2:32]3)[OH:33])[c:11]3[c:12]2[CH2:13][N:14]([C:17]([CH3:18])=[O:19])[CH2:15][CH2:16]3)[cH:6][cH:7]1. Starting materials: three, C(C)(C)(C)OC(=O)N[C@@]1([C@@H]2[C@H]([C@@H]2C(C1)=O)C(=O)OC(C)(C)C)C(=O)OC(C)(C)C (ditert-butyl (1S,2S,5R,6R)-2-(tert-butoxycarbonylamino)-4-oxo-bicyclo[3.1.0]hexane-2,6-dicarboxylate), S(=O)(Cl)Cl (thionyl chloride). The solvent is C(C)O (ethanol). Yields the product N[C@@]1([C@@H]2[C@H]([C@@H]2C(C1)=O)C(=O)OCC)C(=O)OCC (Diethyl (1S,2S,5R,6R)-2-amino-4-oxo-bicyclo[3.1.0]hexane-2,6-dicarboxylate). The yield is 88.7%. Reaction SMILES: C(OC([NH:8][C@@:9]1([C:23]([O:25][C:26](C)(C)[CH3:27])=[O:24])[CH2:14][C:13](=[O:15])[C@@H:12]2[C@H:10]1[C@H:11]2[C:16]([O:18][C:19](C)(C)[CH3:20])=[O:17])=O)(C)(C)C.S(Cl)(Cl)=O>C(O)C>[NH2:8][C@@:9]1([C:23]([O:25][CH2:26][CH3:27])=[O:24])[CH2:14][C:13](=[O:15])[C@@H:12]2[C@H:10]1[C@H:11]2[C:16]([O:18][CH2:19][CH3:20])=[O:17]. Procedure: Charge a 500 mL three neck flask equipped with a condenser, nitrogen inlet and a thermometer with ditert-butyl (1S,2S,5R,6R)-2-(tert-butoxycarbonylamino)-4-oxo-bicyclo[3.1.0]hexane-2,6-dicarboxylate (15 g, 36.4 mmol) in ethanol (365 mL). Add thionyl chloride (13.3 mL, 182.3 mmol) to a stirring solution at room temperature via syringe (small exotherm) then heat to reflux. After 24 hours cool the reaction to room temperature and concentrate in vacuo. Dissolve the residue in dichloromethane (50 mL)... Procedure: 2-chloro-N-{(1S)-1-[(4-(3-fluorophenyl)-4-{2-[(1R,5S)-3-(2-methyl-1H-benzimidazol-1-yl)-8-azabicyclo[3.2.1]oct-8-yl]ethyl}-1-piperidinyl)carbonyl]-2,2-dimethylpropyl}acetamide was obtained from treating 1,1-dimethylethyl {(1S)-1-[(4-(3-fluorophenyl)-4-{2-[(1R,5S)-3-(2-methyl-1H-benzimidazol-1-yl)-8-azabicyclo[3.2.1]oct-8-yl]ethyl)-}-piperidinyl)carbonyl]-2,2-dimethylpropyl}carbamate (0.591 g, 0.90 mmol) with HCl as outlined in the procedure for Example 890 to form (2S)-1-(4-(3-fluorophenyl)-4-{2... The reactants are 2S, FC=1C=C(C=CC1)C1(CCN(CC1)C(C(C(C)(C)C)N)=O)CCN1[C@H]2CC(C[C@@H]1CC2)N2C(=NC1=C2C=CC=C1)C (1-(4-(3-fluorophenyl)-4-{2-[(1R,5S)-3-(2-methyl-1H-benzimidazol-1-yl)-8-azabicyclo[3.2.1]oct-8-yl]ethyl}-1-piperidinyl)-3,3-dimethyl-1-oxo-2-butanamine), ClCC(=O)Cl (Chloro-acetyl chloride), CCN(C(C)C)C(C)C (DIEA). As a reaction SMILES: [F:1][C:2]1[CH:3]=[C:4]([C:8]2([CH2:22][CH2:23][N:24]3[C@H:29]4[CH2:30][CH2:31][C@@H:25]3[CH2:26][CH:27]([N:32]3[C:36]5[CH:37]=[CH:38][CH:39]=[CH:40][C:35]=5[N:34]=[C:33]3[CH3:41])[CH2:28]4)[CH2:13][CH2:12][N:11]([C:14](=[O:21])[CH:15]([NH2:20])[C:16]([CH3:19])([CH3:18])[CH3:17])[CH2:10][CH2:9]2)[CH:5]=[CH:6][CH:7]=1.[Cl:42][CH2:43][C:44](Cl)=[O:45].CCN(C(C)C)C(C)C>>[Cl:42][CH2:43][C:44]([NH:20][C@H:15]([C:14]([N:11]1[CH2:12][CH2:13][C:8]([C:4]2[CH:5]=[CH:6][CH:7]=[C:2]([F:1])[CH:3]=2)([CH2:22][CH2:23][N:24]2[C@H:29]3[CH2:30][CH2:31][C@@H:25]2[CH2:26][CH:27]([N:32]2[C:36]4[CH:37]=[CH:38][CH:39]=[CH:40][C:35]=4[N:34]=[C:33]2[CH3:41])[CH2:28]3)[CH2:9][CH2:10]1)=[O:21])[C:16]([CH3:19])([CH3:18])[CH3:17])=[O:45]. Product: ClCC(=O)N[C@@H](C(C)(C)C)C(=O)N1CCC(CC1)(CCN1[C@H]2CC(C[C@@H]1CC2)N2C(=NC1=C2C=CC=C1)C)C1=CC(=CC=C1)F (2-chloro-N-{(1S)-1-[(4-(3-fluorophenyl)-4-{2-[(1R,5S)-3-(2-methyl-1H-benzimidazol-1-yl)-8-azabicyclo[3.2.1]oct-8-yl]ethyl}-1-piperidinyl)carbonyl]-2,2-dimethylpropyl}acetamide). Reaction SMILES: [Br:1][CH2:2][CH2:3][CH2:4][CH2:5][CH2:6][C:7]([C:8](=[O:9])[O:10][CH2:11][CH3:12])([CH3:13])[CH3:14].[CH3:15][CH:16]([CH2:17][AlH:18][CH2:19][CH:20]([CH3:21])[CH3:22])[CH3:23].[CH3:24][CH2:25][O:26][CH2:27][CH3:28]>>[Br:1][CH2:2][CH2:3][CH2:4][CH2:5][CH2:6][C:7]([CH2:8][OH:9])([CH3:13])[CH3:14]. Starting materials: CCOC(=O)C(C)(C)CCCCCBr, CC(C)C[AlH]CC(C)C, CCOCC. The product is CC(C)(CO)CCCCCBr. Reactants: C(CCCCCCCCCCCCCCCCCCC)Br (icosyl bromide), Cl (hydrochloric acid), C(C)(=O)NC(C(=O)OCC)C(=O)OCC (Diethyl 2-acetamidomalonate), [O-]CC.[Na+] (sodium ethoxide). Solvent: C(C)O (ethanol), C(C)O (ethanol). The product is C(C)(=O)NC(C(=O)OCC)(C(=O)OCC)CCCCCCCCCCCCCCCCCCCC (diethyl 2-acetamido-2-icosylmalonate). Yield: 58.2%. RXN SMILES: [C:1]([NH:4][CH:5]([C:11]([O:13][CH2:14][CH3:15])=[O:12])[C:6]([O:8][CH2:9][CH3:10])=[O:7])(=[O:3])[CH3:2].[O-]CC.[Na+].[CH2:20](Br)[CH2:21][CH2:22][CH2:23][CH2:24][CH2:25][CH2:26][CH2:27][CH2:28][CH2:29][CH2:30][CH2:31][CH2:32][CH2:33][CH2:34][CH2:35][CH2:36][CH2:37][CH2:38][CH3:39].Cl>C(O)C>[C:1]([NH:4][C:5]([CH2:39][CH2:38][CH2:37][CH2:36][CH2:35][CH2:34][CH2:33][CH2:32][CH2:31][CH2:30][CH2:29][CH2:28][CH2:27][CH2:26][CH2:25][CH2:24][CH2:23][CH2:22][CH2:21][CH3:20])([C:11]([O:13][CH2:14][CH3:15])=[O:12])[C:6]([O:8][CH2:9][CH3:10])=[O:7])(=[O:3])[CH3:2] |f:1.2|. Reported procedure: Diethyl 2-acetamidomalonate (3.0 g) was dissolved in 50 ml of dry ethanol and 1.3 g of sodium ethoxide was added thereto. A solution of 6.0 g of icosyl bromide in 20 ml of dry ethanol was added thereto while stirring at room temperature. The inside of the reaction vessel was displaced with nitrogen and the mixture was refluxed for about 15 hours. The mixture was neutralized with a 1 N aqueous hydrochloric acid solution and concentrated. The concentrate was purified by silica gel column chromatog...